The task is: describe an organic reaction: reactants, conditions, products, and yield. This data is from the Open Reaction Database (ORD), a public repository of structured organic reaction records. The reactants are C1CCOC1, CCOC(C)=O, Cl, Cc1ccc2n1CC(c1ccc(F)cc1)OC2=O, [Li+], [OH-], O, O. Yields the product Cc1ccc(C(=O)O)n1CC(O)c1ccc(F)cc1. Reaction SMILES: [CH2:24]1[O:25][CH2:26][CH2:27][CH2:28]1.[CH3:29][CH2:30][O:31][C:32]([CH3:33])=[O:34].[ClH:22].[F:4][c:5]1[cH:6][cH:7][c:8]([CH:11]2[CH2:12][n:13]3[c:14]([cH:18][cH:19][c:20]3[CH3:21])[C:15](=[O:17])[O:16]2)[cH:9][cH:10]1.[Li+:3].[OH-:2].[OH2:1].[OH2:23]>>[OH:1][C:15]([c:14]1[n:13]([CH2:12][CH:11]([c:8]2[cH:7][cH:6][c:5]([F:4])[cH:10][cH:9]2)[OH:16])[c:20]([CH3:21])[cH:19][cH:18]1)=[O:17].